This data is from the Open Reaction Database (ORD), a public repository of structured organic reaction records. The task is: describe an organic reaction: reactants, conditions, products, and yield Reactants: ClCCl, CC[N+](CC)(CC)Cc1ccccc1, [Cl-], CC(C)(C)OC(=O)N1CCC(CN)CC1, [Na+], [OH-], O. Yields the product [C-]#[N+]CC1CCN(C(=O)OC(C)(C)C)CC1. As a reaction SMILES: [CH2:18]([Cl:19])[Cl:20].[CH2:22]([N+:23]([CH2:24][CH3:25])([CH2:26][CH3:27])[CH2:28][CH3:29])[c:30]1[cH:31][cH:32][cH:33][cH:34][cH:35]1.[Cl-:21].[NH2:1][CH2:2][CH:3]1[CH2:4][CH2:5][N:6]([C:9](=[O:10])[O:11][C:12]([CH3:13])([CH3:14])[CH3:15])[CH2:7][CH2:8]1.[Na+:17].[OH-:16].[OH2:36]>>[N+:1]([CH2:2][CH:3]1[CH2:4][CH2:5][N:6]([C:9](=[O:10])[O:11][C:12]([CH3:13])([CH3:14])[CH3:15])[CH2:7][CH2:8]1)#[C-:18].